Dataset: the Open Reaction Database (ORD), a public repository of structured organic reaction records. Task: describe an organic reaction: reactants, conditions, products, and yield The reactants are O=C([O-])O, CSC1=[SH]CCN1, [K+]. Yields the product CSC1=[SH]CC(CO)N1. As a reaction SMILES: [C:1]([O-:2])([OH:3])=[O:4].[CH3:6][S:7][C:8]1=[SH:9][CH2:10][CH2:11][NH:12]1.[K+:5]>>[CH2:1]([OH:4])[CH:11]1[CH2:10][SH:9]=[C:8]([S:7][CH3:6])[NH:12]1.